Dataset: the Open Reaction Database (ORD), a public repository of structured organic reaction records. Task: describe an organic reaction: reactants, conditions, products, and yield Starting materials: CCN(C(C)C)C(C)C, ClCCl, O, O=C(Cl)c1ccc(NC(=O)c2ccccc2-c2ccccc2)cc1Cl, c1cnc2c(c1)CNc1ccccc1N2. Yields the product O=C(Nc1ccc(C(=O)N2Cc3cccnc3Nc3ccccc32)c(Cl)c1)c1ccccc1-c1ccccc1. RXN SMILES: [CH:41]([N:42]([CH2:43][CH3:44])[CH:45]([CH3:46])[CH3:47])([CH3:48])[CH3:49].[Cl:51][CH2:52][Cl:53].[OH2:50].[c:16]1(-[c:35]2[cH:36][cH:37][cH:38][cH:39][cH:40]2)[c:17]([C:22](=[O:23])[NH:24][c:25]2[cH:26][c:27]([Cl:34])[c:28]([C:29](=[O:30])[Cl:31])[cH:32][cH:33]2)[cH:18][cH:19][cH:20][cH:21]1.[n:1]1[cH:2][cH:3][cH:4][c:5]2[c:6]1[NH:7][c:8]1[c:9]([cH:12][cH:13][cH:14][cH:15]1)[NH:10][CH2:11]2>>[n:1]1[cH:2][cH:3][cH:4][c:5]2[c:6]1[NH:7][c:8]1[c:9]([cH:12][cH:13][cH:14][cH:15]1)[N:10]([C:29]([c:28]1[c:27]([Cl:34])[cH:26][c:25]([NH:24][C:22]([c:17]3[c:16](-[c:35]4[cH:36][cH:37][cH:38][cH:39][cH:40]4)[cH:21][cH:20][cH:19][cH:18]3)=[O:23])[cH:33][cH:32]1)=[O:30])[CH2:11]2. Run in C(C)O (ethanol), C(C)(=O)OCC (ethyl acetate). Reaction SMILES: [C:1]([O:5][C:6]([N:8]1[CH2:13][CH2:12][C:11](=[CH:14][C:15]2[CH:20]=[CH:19][C:18]([C:21]3[O:22][CH2:23][CH2:24][N:25]=3)=[CH:17][CH:16]=2)[CH2:10][CH2:9]1)=[O:7])([CH3:4])([CH3:3])[CH3:2].[H][H]>C(O)C.C(OCC)(=O)C.[C].[Pd]>[C:1]([O:5][C:6]([N:8]1[CH2:9][CH2:10][CH:11]([CH2:14][C:15]2[CH:16]=[CH:17][C:18]([C:21]3[O:22][CH2:23][CH2:24][N:25]=3)=[CH:19][CH:20]=2)[CH2:12][CH2:13]1)=[O:7])([CH3:4])([CH3:2])[CH3:3] |f:4.5|. Reagents/catalysts: [C].[Pd] (palladium-carbon). Starting materials: C(C)(C)(C)OC(=O)N1CCC(CC1)=CC1=CC=C(C=C1)C=1OCCN1 (1-tert.butoxycarbonyl-4-[4-(2-oxazolin-2-yl)benzylidene]piperidine), [H][H] (hydrogen). Yields the product C(C)(C)(C)OC(=O)N1CCC(CC1)CC1=CC=C(C=C1)C=1OCCN1 (1-tert.Butoxycarbonyl- 4-[4-(2-oxazolin-2-yl)benzyl)piperidine). Procedure details: 2.4 g (7 mmool) of 1-tert.butoxycarbonyl-4-[4-(2-oxazolin-2-yl)benzylidene]piperidine, dissolved in 70 ml of anhydrous ethanol and 20 ml of ethyl acetate, are catalytically hydrogenated (ambient temperature, 20 minutes, hydrogen pressure 50 psi) in the presence of 2.5 g of palladium-carbon (10%). The catalyst is suction-filtered, the filtrate is evaporated down and the residue is reacted further without purification. Reactants: C1(=CC=CC=C1)S(=O)(=O)N1C=C(C=2C1=NC=CC2)CC=2C=CC(=NC2)N (5-(1-Benzenesulfonyl-1H-pyrrolo[2,3-b]pyridin-3-ylmethyl)-pyridin-2-ylamine), ClC1=C(C=O)C(=CC=C1)F (2-chloro-6-fluoro-benzaldehyde), C(#N)[BH3-] (cyanoborohydride). Solvent: C(C)O.C(C)(=O)O (ethanol acetic acid). Product: C1(=CC=CC=C1)S(=O)(=O)N1C=C(C=2C1=NC=CC2)CC=2C=CC(=NC2)NCC2=C(C=CC=C2F)Cl ([5-(1-benzenesulfonyl-1H-pyrrolo[2,3-b]pyridin-3-ylmethyl)-pyridin-2-yl]-(2-chloro-6-fluoro-benzyl)-amine). As a reaction SMILES: [C:1]1([S:7]([N:10]2[C:14]3=[N:15][CH:16]=[CH:17][CH:18]=[C:13]3[C:12]([CH2:19][C:20]3[CH:21]=[CH:22][C:23]([NH2:26])=[N:24][CH:25]=3)=[CH:11]2)(=[O:9])=[O:8])[CH:6]=[CH:5][CH:4]=[CH:3][CH:2]=1.[Cl:27][C:28]1[CH:35]=[CH:34][CH:33]=[C:32]([F:36])[C:29]=1[CH:30]=O.C([BH3-])#N>C(O)C.C(O)(=O)C>[C:1]1([S:7]([N:10]2[C:14]3=[N:15][CH:16]=[CH:17][CH:18]=[C:13]3[C:12]([CH2:19][C:20]3[CH:21]=[CH:22][C:23]([NH:26][CH2:30][C:29]4[C:32]([F:36])=[CH:33][CH:34]=[CH:35][C:28]=4[Cl:27])=[N:24][CH:25]=3)=[CH:11]2)(=[O:9])=[O:8])[CH:6]=[CH:5][CH:4]=[CH:3][CH:2]=1 |f:3.4|. Reported procedure: 5-(1-Benzenesulfonyl-1H-pyrrolo[2,3-b]pyridin-3-ylmethyl)-pyridin-2-ylamine (600, 30 mg, 0.083 mmol, prepared as described in Example 68, Scheme 185) was combined with 2-chloro-6-fluoro-benzaldehyde (616, 26.2 mg, 0.165 mmol) in a 2 mL microwave reaction vial. The mixture was dissolved in ethanol:acetic acid (95:5, 0.6 mL). Silica supported cyanoborohydride (1.0 mmol/g, 83 mg, 0.083 mmol) was added and the mixture was irradiated with microwave on 300 watts for 5 minutes at 100° C. The silica was... The reactants are ClC1=C(O)C(=CC(=C1O)C(C)(C)C)C(C)(C)C (2-chloro-4,6-di-tert-butylresorcinol), O.C1(=CC=C(C=C1)S(=O)(=O)O)C (p-toluenesulfonic acid monohydrate). Procedure details: A mixture of 2-chloro-4,6-di-tert-butylresorcinol (25.7 g, 100 mmol, prepared as described in Example 1A) and p-toluenesulfonic acid monohydrate (0.2 g, 1 mmol) is added to a flask--which is equipped with a gas withdrawing port leading to a dry ice cooled trap--heated at 210° C. for 2 hours, then allowed to cool. Recrystallization from toluene affords pure 2-chlororesorcinol (13.2-13.9 g, 91-96% yield). The yield of recovered isobutylene is >95%. Yield: 91.0%. Conditions: temperature 210 celsius. The product is ClC1=C(O)C=CC=C1O (2-chlororesorcinol). Reaction SMILES: [Cl:1][C:2]1[C:8]([OH:9])=[C:7](C(C)(C)C)[CH:6]=[C:5](C(C)(C)C)[C:3]=1[OH:4].O.C1(C)C=CC(S(O)(=O)=O)=CC=1>>[Cl:1][C:2]1[C:8]([OH:9])=[CH:7][CH:6]=[CH:5][C:3]=1[OH:4] |f:1.2|. The reactants are FC(C(=O)O)(F)F.CN1N=NC=2C(=NC(=CC21)C=2C=NC(=C(C2)C(F)(F)F)OCCC2CCNCC2)C#N (1-methyl-6-(6-(2-(piperidin-4-yl)ethoxy)-5-(trifluoromethyl)-pyridin-3-yl)-1H-[1,2,3]triazolo[4,5-c]pyridine-4-carbonitrile trifluoroacetate), C(C)(C)N(C(C)C)CC (N,N-diisopropylethylamine), ClCC(=O)N(C)C (2-chloro-N,N-dimethylacetamide). The solvent is C(C)#N (acetonitrile). Run at temperature 20 celsius, time 65 hour. The product is Cl.CN1N=NC=2C(=NC(=CC21)C=2C=NC(=C(C2)C(F)(F)F)OCCC2CCN(CC2)CC(=O)N(C)C)C#N (1-methyl-6-(6-(2-(1-(2-dimethylamino-2-oxo-ethyl)piperidin-4-yl)ethoxy)-5-(trifluoromethyl)pyridin-3-yl)-1H-[1,2,3]triazolo[4,5-c]pyridine-4-carbonitrile hydrochloride). The yield is 88.3%. Reaction SMILES: FC(F)(F)C(O)=O.[CH3:8][N:9]1[C:17]2[CH:16]=[C:15]([C:18]3[CH:19]=[N:20][C:21]([O:28][CH2:29][CH2:30][CH:31]4[CH2:36][CH2:35][NH:34][CH2:33][CH2:32]4)=[C:22]([C:24]([F:27])([F:26])[F:25])[CH:23]=3)[N:14]=[C:13]([C:37]#[N:38])[C:12]=2[N:11]=[N:10]1.C(N(CC)C(C)C)(C)C.[Cl:48][CH2:49][C:50]([N:52]([CH3:54])[CH3:53])=[O:51]>C(#N)C>[ClH:48].[CH3:8][N:9]1[C:17]2[CH:16]=[C:15]([C:18]3[CH:19]=[N:20][C:21]([O:28][CH2:29][CH2:30][CH:31]4[CH2:36][CH2:35][N:34]([CH2:49][C:50]([N:52]([CH3:54])[CH3:53])=[O:51])[CH2:33][CH2:32]4)=[C:22]([C:24]([F:25])([F:26])[F:27])[CH:23]=3)[N:14]=[C:13]([C:37]#[N:38])[C:12]=2[N:11]=[N:10]1 |f:0.1,5.6|. Procedure details: To a solution of 1-methyl-6-(6-(2-(piperidin-4-yl)ethoxy)-5-(trifluoromethyl)-pyridin-3-yl)-1H-[1,2,3]triazolo[4,5-c]pyridine-4-carbonitrile trifluoroacetate (200 mg) and N,N-diisopropylethylamine (310 μl) in acetonitrile (8 ml), 2-chloro-N,N-dimethylacetamide (77 μl, 91 mg) was added and the mixture stirred at 20° C. for 65 h. The reaction mixture was concentrated. The residue diluted with water (20 ml) and extrated with DCM (50 ml×3), combined DCM layer dried over sodium sulphate and solvent r... Starting materials: ice water, [H-].[Na+] (NaH), ICCCC (1-Iodobutane), NC=1N=CC2=C(N1)NC(C(=C2)C2=C(C=CC=C2Cl)Cl)=O (2-amino-6-(2,6-dichlorophenyl)-pyrido[2,3-d]pyrimidin-7(8H)-one). Solvent: CN(C=O)C (dimethylformamide). Conditions: temperature 50 celsius, time 30 minute. Product: NC=1N=CC2=C(N1)N(C(C(=C2)C2=C(C=CC=C2Cl)Cl)=O)CCCC (2-amino-8-butyl-6-(2,6-dichlorophenyl)-8H-pyrido[2,3-d]pyrimidin-7-one). The yield is 63.4%. RXN SMILES: [H-].[Na+].[NH2:3][C:4]1[N:5]=[CH:6][C:7]2[CH:13]=[C:12]([C:14]3[C:19]([Cl:20])=[CH:18][CH:17]=[CH:16][C:15]=3[Cl:21])[C:11](=[O:22])[NH:10][C:8]=2[N:9]=1.I[CH2:24][CH2:25][CH2:26][CH3:27]>CN(C)C=O>[NH2:3][C:4]1[N:5]=[CH:6][C:7]2[CH:13]=[C:12]([C:14]3[C:15]([Cl:21])=[CH:16][CH:17]=[CH:18][C:19]=3[Cl:20])[C:11](=[O:22])[N:10]([CH2:24][CH2:25][CH2:26][CH3:27])[C:8]=2[N:9]=1 |f:0.1|. Procedure details: To a suspension of NaH (60% in mineral oil, 34 mg) in 6 mL of dimethylformamide was added 2-amino-6-(2,6-dichlorophenyl)-pyrido[2,3-d]pyrimidin-7(8H)-one (202 mg, 0.66 mmol). The mixture was heated to 50° C., resulting in a clear solution. 1-Iodobutane (105 μL, 0.92 mmol) was added, and the solution was stirred at 50° C. for 30 minutes, then cooled to room temperature and poured onto 40 mL of ice water. The resulting precipitate was removed by filtration and washed with water. The residue was dr...